Dataset: the Open Reaction Database (ORD), a public repository of structured organic reaction records. Task: describe an organic reaction: reactants, conditions, products, and yield Yields the product Cc1nccn1-c1ccc(N)c(CO)c1. Reactants: CO, Cc1nccn1-c1ccc([N+](=O)[O-])c(CO)c1. Reaction SMILES: [CH3:18][OH:19].[CH3:1][c:2]1[n:3](-[c:7]2[cH:8][cH:9][c:10]([N+:15]([O-:16])=[O:17])[c:11]([CH2:12][OH:13])[cH:14]2)[cH:4][cH:5][n:6]1>>[CH3:1][c:2]1[n:3](-[c:7]2[cH:8][cH:9][c:10]([NH2:15])[c:11]([CH2:12][OH:13])[cH:14]2)[cH:4][cH:5][n:6]1. Reactants: CC1=C(C=CC=C1)N1CCC=2C(=NC=3C(=CC=CC3C21)C)Cl (1-(2-Methylphenyl)-4-chloro-6-methyl-2,3-dihydro pyrrolo-[3,2-c]quinoline), C[S-].[Na+] (sodium methanethiolate). Run in CC(C)O (2-propanol). Product: CC1=C(C=CC=C1)N1CCC=2C(=NC=3C(=CC=CC3C21)C)SC (1-(2-methylphenyl)-4-methylthio-6-methyl-2,3-dihydropyrrolo-[3,2-c]quinoline). The yield is 49.9%. Reaction SMILES: [CH3:1][C:2]1[CH:7]=[CH:6][CH:5]=[CH:4][C:3]=1[N:8]1[C:20]2[C:19]3[CH:18]=[CH:17][CH:16]=[C:15]([CH3:21])[C:14]=3[N:13]=[C:12](Cl)[C:11]=2[CH2:10][CH2:9]1.[CH3:23][S-:24].[Na+]>CC(O)C>[CH3:1][C:2]1[CH:7]=[CH:6][CH:5]=[CH:4][C:3]=1[N:8]1[C:20]2[C:19]3[CH:18]=[CH:17][CH:16]=[C:15]([CH3:21])[C:14]=3[N:13]=[C:12]([S:24][CH3:23])[C:11]=2[CH2:10][CH2:9]1 |f:1.2|. Procedure details: 1-(2-Methylphenyl)-4-chloro-6-methyl-2,3-dihydro pyrrolo-[3,2-c]quinoline (1.54 g, 5 mmol) and sodium methanethiolate (1.40 g, 20 mmol) in 2-propanol (25 ml) were heated at 170° in a pressure vessel for 18 hours. The solvent was evaporated, the residue taken up in dichloromethaneand washed with sodium bicarbonate solution. Chromatography (silica gel, dichloromethane) and crystallisation from methanol gave 1-(2-methylphenyl)-4-methylthio-6-methyl-2,3-dihydropyrrolo-[3,2-c]quinoline (0.8 g), m.p. ...